This data is from the Open Reaction Database (ORD), a public repository of structured organic reaction records. The task is: describe an organic reaction: reactants, conditions, products, and yield Procedure: To acetic acid (80 ml) are added 4-(1-chloro-6,7-dimethoxy-3-methoxycarbonylisoquinolin-4-yl)pyridine (6.11 g), sodium acetate (1.4 g) and 10% palladium-carbon (2.5 g), and the mixture is subjected to hydrogenation at 50° C. for 19 hours under pressure (2.7 atm). The palladium-carbon is removed by filtration, and the filtrate is concentrated to give 4-(6,7-dimethoxy-3-methoxycarbonylisoquinolin-4-yl)pyridine (4.84 g). The product is COC=1C=C2C(=C(N=CC2=CC1OC)C(=O)OC)C1=CC=NC=C1 (4-(6,7-dimethoxy-3-methoxycarbonylisoquinolin-4-yl)pyridine). Reaction conditions: time 19 hour. RXN SMILES: Cl[C:2]1[C:11]2[C:6](=[CH:7][C:8]([O:14][CH3:15])=[C:9]([O:12][CH3:13])[CH:10]=2)[C:5]([C:16]2[CH:21]=[CH:20][N:19]=[CH:18][CH:17]=2)=[C:4]([C:22]([O:24][CH3:25])=[O:23])[N:3]=1.C([O-])(=O)C.[Na+]>[C].[Pd].C(O)(=O)C>[CH3:15][O:14][C:8]1[CH:7]=[C:6]2[C:11](=[CH:10][C:9]=1[O:12][CH3:13])[CH:2]=[N:3][C:4]([C:22]([O:24][CH3:25])=[O:23])=[C:5]2[C:16]1[CH:17]=[CH:18][N:19]=[CH:20][CH:21]=1 |f:1.2,3.4|. Starting materials: ClC1=NC(=C(C2=CC(=C(C=C12)OC)OC)C1=CC=NC=C1)C(=O)OC (4-(1-chloro-6,7-dimethoxy-3-methoxycarbonylisoquinolin-4-yl)pyridine), C(C)(=O)[O-].[Na+] (sodium acetate). The reagents and catalysts are [C].[Pd] (palladium-carbon). The solvent is C(C)(=O)O (acetic acid). The yield is 87.6%. Starting materials: ClC=1C2=C(N=CN1)C=CN2CCOCC (4-chloro-5-(2-ethoxyethyl)-5H-pyrrolo[3,2-d]pyrimidine), CC=1C=C(N)C=CC1OC=1C=NC(=CC1)C (3-methyl-4-[(6-methylpyridin-3-yl)oxy]aniline). The solvent is C(O)([O-])=O.[Na+] (sodium hydrogen carbonate), CN1C(CCC1)=O (1-methyl-2-pyrrolidone). Run at temperature 120 celsius, time 2 hour. The product is C(C)OCCN1C=CC=2N=CN=C(C21)NC2=CC(=C(C=C2)OC=2C=NC(=CC2)C)C (5-(2-ethoxyethyl)-N-{3-methyl-4-[(6-methylpyridin-3-yl)oxy]phenyl}-5H-pyrrolo[3,2-d]pyrimidin-4-amine). Isolated yield 66.8%. RXN SMILES: Cl[C:2]1[C:3]2[N:10]([CH2:11][CH2:12][O:13][CH2:14][CH3:15])[CH:9]=[CH:8][C:4]=2[N:5]=[CH:6][N:7]=1.[CH3:16][C:17]1[CH:18]=[C:19]([CH:21]=[CH:22][C:23]=1[O:24][C:25]1[CH:26]=[N:27][C:28]([CH3:31])=[CH:29][CH:30]=1)[NH2:20]>CN1CCCC1=O.C(=O)([O-])O.[Na+]>[CH2:14]([O:13][CH2:12][CH2:11][N:10]1[C:3]2[C:2]([NH:20][C:19]3[CH:21]=[CH:22][C:23]([O:24][C:25]4[CH:26]=[N:27][C:28]([CH3:31])=[CH:29][CH:30]=4)=[C:17]([CH3:16])[CH:18]=3)=[N:7][CH:6]=[N:5][C:4]=2[CH:8]=[CH:9]1)[CH3:15] |f:3.4|. Procedure details: To a solution of 4-chloro-5-(2-ethoxyethyl)-5H-pyrrolo[3,2-d]pyrimidine (160 mg) in 1-methyl-2-pyrrolidone (1.4 mL) was added 3-methyl-4-[(6-methylpyridin-3-yl)oxy]aniline (228 mg), and the reaction mixture was stirred at 120° C. for 2 hrs. The reaction mixture was allowed to cool to room temperature, diluted with 5% aqueous sodium hydrogen carbonate solution (25 mL), and extracted with ethyl acetate (40 mL×3). The organic layer washed with saturated brine and dried over anhydrous magnesium sulf... Reported procedure: 1-(3-bromopropyl)-3-(2-fluorophenyl)-3,4-dihydro-1H-2,1,3-benzothiadiazine 2,2-dioxide (0.15 g, 0.38 mmol) and an 33% MeNH2 in MeOH (15 mL) was stirred in a sealed tube at room temperature for 16 hours. The reaction was poured into saturated aqueous sodium bicarbonate (20 mL), extracted with ethyl acetate (20 mL), and dried over anhydrous sodium sulfate. The organics were concentrated onto silica gel. Purification via Isco (0-100% dichloromethane containing 15% ammonia in methanol/dichloromethan... Product: FC1=C(C=CC=C1)N1S(N(C2=C(C1)C=CC=C2)CCCNC)(=O)=O (3-[3-(2-fluorophenyl)-2,2-dioxido-3,4-dihydro-1H-2,1,3-benzothiadiazin-1-yl]-N-methylpropan-1-amine). Starting materials: BrCCCN1S(N(CC2=C1C=CC=C2)C2=C(C=CC=C2)F)(=O)=O (1-(3-bromopropyl)-3-(2-fluorophenyl)-3,4-dihydro-1H-2,1,3-benzothiadiazine 2,2-dioxide), CN (MeNH2), C([O-])(O)=O.[Na+] (sodium bicarbonate). Solvent: CO (MeOH). RXN SMILES: Br[CH2:2][CH2:3][CH2:4][N:5]1[C:10]2[CH:11]=[CH:12][CH:13]=[CH:14][C:9]=2[CH2:8][N:7]([C:15]2[CH:20]=[CH:19][CH:18]=[CH:17][C:16]=2[F:21])[S:6]1(=[O:23])=[O:22].[CH3:24][NH2:25].C(=O)(O)[O-].[Na+]>CO>[F:21][C:16]1[CH:17]=[CH:18][CH:19]=[CH:20][C:15]=1[N:7]1[CH2:8][C:9]2[CH:14]=[CH:13][CH:12]=[CH:11][C:10]=2[N:5]([CH2:4][CH2:3][CH2:2][NH:25][CH3:24])[S:6]1(=[O:23])=[O:22] |f:2.3|. Isolated yield 40.0%.